Dataset: the Open Reaction Database (ORD), a public repository of structured organic reaction records. Task: describe an organic reaction: reactants, conditions, products, and yield Starting materials: O=C(Br)CBr, CCN(C(C)C)C(C)C, ClCCl, Nc1ccc(Br)nc1. Product: O=C(CBr)Nc1ccc(Br)nc1. Reaction SMILES: [Br:18][CH2:19][C:20](=[O:21])[Br:22].[CH:9]([N:10]([CH2:11][CH3:12])[CH:13]([CH3:14])[CH3:15])([CH3:16])[CH3:17].[Cl:23][CH2:24][Cl:25].[NH2:1][c:2]1[cH:3][n:4][c:5]([Br:8])[cH:6][cH:7]1>>[NH:1]([c:2]1[cH:3][n:4][c:5]([Br:8])[cH:6][cH:7]1)[C:20]([CH2:19][Br:18])=[O:21]. Starting materials: CCOC(=O)C.CCCCCC (EtOAc hexane), COC=1C=C(C=C(C1)C(F)(F)F)C1=NN(C=N1)\C=C/C(=O)NN ((Z)-3-(3-(3-methoxy-5-(trifluoromethyl)phenyl)-1H-1,2,4-triazol-1-yl)acrylohydrazide), COC(OC)OC (trimethylorthoformate), CS(=O)(=O)O (methanesulphonic acid), ice water. Run in C1CCOC1 (THF). Reaction conditions: temperature 70 celsius. Yields the product COC=1C=C(C=C(C1)C(F)(F)F)C1=NN(C=N1)\C=C/C=1OC=NN1 ((Z)-2-(2-(3-(3-methoxy-5-(trifluoromethyl)phenyl)-1H-1,2,4-triazol-1-yl)vinyl)-1,3,4-oxadiazole). Isolated yield 10.5%. As a reaction SMILES: [CH3:1][O:2][C:3]1[CH:4]=[C:5]([C:13]2[N:17]=[CH:16][N:15](/[CH:18]=[CH:19]\[C:20]([NH:22][NH2:23])=[O:21])[N:14]=2)[CH:6]=[C:7]([C:9]([F:12])([F:11])[F:10])[CH:8]=1.[CH3:24]OC(OC)OC.CS(O)(=O)=O.CCOC(C)=O.CCCCCC>C1COCC1>[CH3:1][O:2][C:3]1[CH:4]=[C:5]([C:13]2[N:17]=[CH:16][N:15](/[CH:18]=[CH:19]\[C:20]3[O:21][CH:24]=[N:23][N:22]=3)[N:14]=2)[CH:6]=[C:7]([C:9]([F:11])([F:12])[F:10])[CH:8]=1 |f:3.4|. Reported procedure: In a 50-mL, 3N round-bottomed flask equipped with nitrogen inlet, and a rubber septum, (Z)-3-(3-(3-methoxy-5-(trifluoromethyl)phenyl)-1H-1,2,4-triazol-1-yl)acrylohydrazide (0.920 g, 1.0 eq.) was dissolved in THF (23 mL, 25V), added trimethylorthoformate (0.328 g, 1.1 eq.) and added methanesulphonic acid (0.161 g, 0.5 eq.). The Reaction mixture was refluxed at 70° C. for 2-3 h. The progress of the reaction was followed by TLC analysis on silica gel with 50% EtOAc-hexane as mobile phase. SM Rf=0.4... Reactants: CS(=O)(=O)C1=CC=C(C=C1)I (4-methanesulphonyliodobenzene), BrC1=C(C=CC=C1)[N+](=O)[O-] (2-bromonitrobenzene). The reagents and catalysts are [Cu] (copper). Conditions: temperature 120 celsius. The product is CS(=O)(=O)C1=CC=C(C=C1)C1=C(C=CC=C1)[N+](=O)[O-] (4'-methanesulphonyl-2-nitrobiphenyl). RXN SMILES: [CH3:1][S:2]([C:5]1[CH:10]=[CH:9][C:8](I)=[CH:7][CH:6]=1)(=[O:4])=[O:3].Br[C:13]1[CH:18]=[CH:17][CH:16]=[CH:15][C:14]=1[N+:19]([O-:21])=[O:20]>[Cu]>[CH3:1][S:2]([C:5]1[CH:10]=[CH:9][C:8]([C:13]2[CH:18]=[CH:17][CH:16]=[CH:15][C:14]=2[N+:19]([O-:21])=[O:20])=[CH:7][CH:6]=1)(=[O:4])=[O:3]. Procedure: A mixture of 4-methanesulphonyliodobenzene (18 g), 2-bromonitrobenzene (12.7 g) and copper powder (12 g) was heated at 120° C. for 30 hours to yield a residue which was purified by chromatography on a silica column eluted successively with 5:95 mixture, a 10:90 mixture, a 25:75 mixture and then a 40:60 mixture of ethylacetate and hexane to give 4'-methanesulphonyl-2-nitrobiphenyl (m.p. 178° C.). 4'-methanesulphonyl-2-nitrobiphenyl (5 g) was heated at 90°-95° C. for 6 hours with hydrated sodium s... Reactants: C(#CCCC)C=1C(NC(N([C@H]2C[C@H](O)[C@@H](CO)O2)C1)=O)=O (5-(1-pentynyl)-2'-deoxyuridine), COC1=CC=C(C(C2=CC=C(C=C2)OC)(C2=CC=CC=C2)Cl)C=C1 (4,4'-dimethoxytrityl chloride). Run in N1=CC=CC=C1 (pyridine). Reaction conditions: time 17 hour. Yields the product COC1=CC=C(C(C2=CC=C(C=C2)OC)(C2=CC=CC=C2)OC[C@@H]2[C@H](C[C@@H](O2)N2C(=O)NC(=O)C(=C2)C#CCCC)O)C=C1 (5'-O-(4,4'-Dimethoxytrityl)-5-(1-pentynyl)-2'-deoxyuridine). The yield is 54.5%. Reaction SMILES: [C:1]([C:6]1[C:7](=[O:21])[NH:8][C:9](=[O:20])[N:10]([CH:19]=1)[C@@H:11]1[O:18][C@H:15]([CH2:16][OH:17])[C@@H:13]([OH:14])[CH2:12]1)#[C:2][CH2:3][CH2:4][CH3:5].[CH3:22][O:23][C:24]1[CH:45]=[CH:44][C:27]([C:28](Cl)([C:37]2[CH:42]=[CH:41][CH:40]=[CH:39][CH:38]=2)[C:29]2[CH:34]=[CH:33][C:32]([O:35][CH3:36])=[CH:31][CH:30]=2)=[CH:26][CH:25]=1>N1C=CC=CC=1>[CH3:36][O:35][C:32]1[CH:31]=[CH:30][C:29]([C:28]([O:17][CH2:16][C@H:15]2[O:18][C@@H:11]([N:10]3[CH:19]=[C:6]([C:1]#[C:2][CH2:3][CH2:4][CH3:5])[C:7](=[O:21])[NH:8][C:9]3=[O:20])[CH2:12][C@@H:13]2[OH:14])([C:37]2[CH:38]=[CH:39][CH:40]=[CH:41][CH:42]=2)[C:27]2[CH:44]=[CH:45][C:24]([O:23][CH3:22])=[CH:25][CH:26]=2)=[CH:34][CH:33]=1. Procedure: To 20.4 g (69.3 mmol) of 5-(1-pentynyl)-2'-deoxyuridine in 300 mL of dry pyridine was added 22.8 g of 4,4'-dimethoxytrityl chloride. The reaction was stirred for 17 h at room temperature and then concentrated. The residue was taken up in CH2Cl2 and washed twice with 0.5% aqueous NaHCO3, dried (Na2SO4), filtered, and concentrated. Purification of the crude product by column chromatography afforded 21.9 g (52.9% yield) of product. Reactants: Cc1cc(NC(=O)OCC(Cl)(Cl)Cl)on1, CS(C)=O, CCN(C(C)C)C(C)C, O, c1ccc(-c2csc(N3CCNCC3)n2)cc1. Product: Cc1cc(NC(=O)N2CCN(c3nc(-c4ccccc4)cs3)CC2)on1. Reaction SMILES: [CH3:1][c:2]1[n:3][o:4][c:5]([NH:7][C:8]([O:9][CH2:10][C:11]([Cl:12])([Cl:13])[Cl:14])=[O:15])[cH:6]1.[CH3:43][S:44](=[O:45])[CH3:46].[CH:33]([N:34]([CH:35]([CH3:36])[CH3:37])[CH2:38][CH3:39])([CH3:40])[CH3:41].[OH2:42].[c:16]1(-[c:22]2[n:23][c:24]([N:27]3[CH2:28][CH2:29][NH:30][CH2:31][CH2:32]3)[s:25][cH:26]2)[cH:17][cH:18][cH:19][cH:20][cH:21]1>>[CH3:1][c:2]1[n:3][o:4][c:5]([NH:7][C:8](=[O:15])[N:30]2[CH2:29][CH2:28][N:27]([c:24]3[n:23][c:22](-[c:16]4[cH:17][cH:18][cH:19][cH:20][cH:21]4)[cH:26][s:25]3)[CH2:32][CH2:31]2)[cH:6]1.